Dataset: the Open Reaction Database (ORD), a public repository of structured organic reaction records. Task: describe an organic reaction: reactants, conditions, products, and yield Reactants: C(C)(C)(C)OC(=O)N[C@H](C(=O)N1C[C@H](CC1)F)C(CC=C)C1=NC(=NO1)C1=C(C=C(C=C1)S(=O)(=O)C)Cl ((3S)-1-[(2S)-2-[(tert-Butoxycarbonyl)amino]-3-[3-[2-Chloro-4-(methylsulfonyl)phenyl]-1,2,4-oxadiazol-5-yl]-1-oxohex-5-en-1-yl]-3-fluoropyrrolidine), C([O-])([O-])=O.[K+].[K+] (potassium carbonate), I(=O)(=O)(=O)[O-].[Na+] (sodium periodate), [Mn](=O)(=O)(=O)[O-].[K+] (potassium permanganate), C(C)(C)(C)O.O (tert-butanol water). Reaction conditions: time 12 hour. Yields the product C(C)(C)(C)OC(=O)N[C@@H](C(CC(=O)O)C1=NC(=NO1)C1=C(C=C(C=C1)S(=O)(=O)C)Cl)C(=O)N1C[C@H](CC1)F ((4S)-4-[(tert-Butoxycarbonyl)amino]-3-[3-[2-chloro-4-(methylsulfonyl)phenyl]-1,2,4-oxadiazol-5-yl]-5-[(3S)-3-fluoropyrrolidin-1-yl]-5-oxopentanoic acid). As a reaction SMILES: C(O[C:6]([NH:8][C@@H:9]([CH:18]([C:22]1[O:26][N:25]=[C:24]([C:27]2[CH:32]=[CH:31][C:30]([S:33]([CH3:36])(=[O:35])=[O:34])=[CH:29][C:28]=2[Cl:37])[N:23]=1)[CH2:19]C=C)[C:10]([N:12]1[CH2:16][CH2:15][C@H:14]([F:17])[CH2:13]1)=[O:11])=[O:7])(C)(C)C.[C:38](=O)([O-:40])[O-:39].[K+].[K+].I([O-])(=O)(=O)=O.[Na+].[Mn]([O-])(=O)(=O)=O.[K+].[C:56]([OH:60])([CH3:59])([CH3:58])[CH3:57].O>>[C:56]([O:60][C:6]([NH:8][C@H:9]([C:10]([N:12]1[CH2:16][CH2:15][C@H:14]([F:17])[CH2:13]1)=[O:11])[CH:18]([C:22]1[O:26][N:25]=[C:24]([C:27]2[CH:32]=[CH:31][C:30]([S:33]([CH3:36])(=[O:34])=[O:35])=[CH:29][C:28]=2[Cl:37])[N:23]=1)[CH2:19][C:38]([OH:40])=[O:39])=[O:7])([CH3:59])([CH3:58])[CH3:57] |f:1.2.3,4.5,6.7,8.9|. Procedure: To the product of Step A (221 mg, 0.4 mmol) in 50 mL of 4:1 tert-butanol/water was added potassium carbonate (69 mg, 0.4 mmol), sodium periodate (870 mg, 4.0 mmol), and potassium permanganate (8 mg, 0.05 mmol) and the resulting pink slurry was stirred at room temperature for 12 h. The mixture was then quenched with 10 mL of saturated aqueous sodium bisulfite solution then diluted with 80 mL of 1N hydrochloric acid. The mixture was then extracted with ethyl acetate (3×75 mL), and the organic laye... Reactants: [Al+3], CCOC(=O)C(=Cc1ccc(OC)cc1)CC, [H-], [H-], [H-], [H-], [Li+]. The product is CCC(=Cc1ccc(OC)cc1)CO. RXN SMILES: [Al+3:2].[CH3:7][O:8][c:9]1[cH:10][cH:11][c:12]([CH:13]=[C:14]([C:15](=[O:16])[O:17][CH2:18][CH3:19])[CH2:20][CH3:21])[cH:22][cH:23]1.[H-:1].[H-:4].[H-:5].[H-:6].[Li+:3]>>[CH3:7][O:8][c:9]1[cH:10][cH:11][c:12]([CH:13]=[C:14]([CH2:15][OH:16])[CH2:20][CH3:21])[cH:22][cH:23]1. Starting materials: CCOC(=O)c1ccc(Br)c(O)c1, O=C([O-])[O-], ClCCN1CCOCC1, Cl, [K+], [K+], CN(C)C=O. The product is CCOC(=O)c1ccc(Br)c(OCCN2CCOCC2)c1. Reaction SMILES: [Br:1][c:2]1[c:3]([OH:13])[cH:4][c:5]([C:6](=[O:7])[O:8][CH2:9][CH3:10])[cH:11][cH:12]1.[C:14](=[O:15])([O-:16])[O-:17].[Cl:21][CH2:22][CH2:23][N:24]1[CH2:25][CH2:26][O:27][CH2:28][CH2:29]1.[ClH:20].[K+:18].[K+:19].[O:30]=[CH:31][N:32]([CH3:33])[CH3:34]>>[Br:1][c:2]1[c:3]([O:13][CH2:22][CH2:23][N:24]2[CH2:25][CH2:26][O:27][CH2:28][CH2:29]2)[cH:4][c:5]([C:6](=[O:7])[O:8][CH2:9][CH3:10])[cH:11][cH:12]1. Reactants: CCOC(=O)c1c(NCCC(=O)c2ccccc2)c2cc(Cl)c(Cl)cc2n1C(=O)OC(C)(C)C, ClCCl, CCOC(C)=O. The product is CCOC(=O)c1[nH]c2cc(Cl)c(Cl)cc2c1NCCC(=O)c1ccccc1. As a reaction SMILES: [CH2:1]([C:2](=[O:3])[c:4]1[cH:5][cH:6][cH:7][cH:8][cH:9]1)[CH2:10][NH:11][c:12]1[c:13]([C:30](=[O:31])[O:32][CH2:33][CH3:34])[n:14]([C:23]([O:24][C:25]([CH3:26])([CH3:27])[CH3:28])=[O:29])[c:15]2[cH:16][c:17]([Cl:22])[c:18]([Cl:21])[cH:19][c:20]12.[CH2:35]([Cl:36])[Cl:37].[CH3:38][CH2:39][O:40][C:41](=[O:42])[CH3:43]>>[CH2:1]([C:2](=[O:3])[c:4]1[cH:5][cH:6][cH:7][cH:8][cH:9]1)[CH2:10][NH:11][c:12]1[c:13]([C:30](=[O:31])[O:32][CH2:33][CH3:34])[nH:14][c:15]2[cH:16][c:17]([Cl:22])[c:18]([Cl:21])[cH:19][c:20]12. Reactants: C(#N)C(C1=CC=C(C=C1)OC)N1CCNCC1 (N-(α-cyano-4-methoxybenzyl)piperazine), C(#N)C(C1=CC=C(C=C1)OC)N1CCN(CC1)C(=O)OCC (N-(α-cyano-4-methoxybenzyl)-N'-ethoxycarbonylpiperazine), resultant solution, CO (methanol), ClC(=O)OCC (ethyl chloroformate). Solvent: C1=CC=CC=C1 (benzene). Run at time 2 hour. The product is Cl.C(#N)C(C1=CC=C(C=C1)OC)N1CCN(CC1)C(=O)OCC (N-(α-cyano-4-methoxybenzyl)-N' -ethoxycarbonylpiperazine hydrochloride). RXN SMILES: C(C(N1CCNCC1)C1C=CC(OC)=CC=1)#N.CO.[Cl:20]C(OCC)=O.[C:26]([CH:28]([N:37]1[CH2:42][CH2:41][N:40]([C:43]([O:45][CH2:46][CH3:47])=[O:44])[CH2:39][CH2:38]1)[C:29]1[CH:34]=[CH:33][C:32]([O:35][CH3:36])=[CH:31][CH:30]=1)#[N:27]>C1C=CC=CC=1>[ClH:20].[C:26]([CH:28]([N:37]1[CH2:42][CH2:41][N:40]([C:43]([O:45][CH2:46][CH3:47])=[O:44])[CH2:39][CH2:38]1)[C:29]1[CH:30]=[CH:31][C:32]([O:35][CH3:36])=[CH:33][CH:34]=1)#[N:27] |f:5.6|. Procedure details: In a 100-ml. three necked flask was placed 11.5 g. of N-(α-cyano-4-methoxybenzyl)piperazine and 40 ml. of methanol to obtain a homogenous solution. To the resulting solution was added dropwise 5.96 g. of ethyl chloroformate over a period of about 70 minutes with stirring while the temperature was kept at about 20°C. After dropping, the internal temperature was raised to 40° to 45°C., and then the mixture was further stirred for 2 hours. The solution was concentrated under reduced pressure and 50...